From a dataset of the Open Reaction Database (ORD), a public repository of structured organic reaction records. describe an organic reaction: reactants, conditions, products, and yield The reactants are Br, CC(C)(C)c1cc(C(=O)Cl)n(Cc2ccccc2)n1, C[Si](C)(C)C=[N+]=[N-], CC#N, CC(=O)O. Yields the product CC(C)(C)c1cc(C(=O)CBr)n(Cc2ccccc2)n1. As a reaction SMILES: [BrH:27].[C:1]([CH3:2])([CH3:3])([CH3:4])[c:5]1[n:6][n:7]([CH2:13][c:14]2[cH:15][cH:16][cH:17][cH:18][cH:19]2)[c:8]([C:10](=[O:11])[Cl:12])[cH:9]1.[CH3:20][Si:21]([CH:22]=[N+:23]=[N-:24])([CH3:25])[CH3:26].[CH3:28][C:29]#[N:30].[CH3:31][C:32](=[O:33])[OH:34]>>[C:1]([CH3:2])([CH3:3])([CH3:4])[c:5]1[n:6][n:7]([CH2:13][c:14]2[cH:15][cH:16][cH:17][cH:18][cH:19]2)[c:8]([C:10](=[O:11])[CH2:20][Br:27])[cH:9]1. Reactants: NC1=CC(=C(C=C1C(=O)OCC)OC)OCC1CCN(CC1)C (ethyl 6-amino-3-methoxy-4-(1-methylpiperidin-4-ylmethoxy)benzoate), C(C)(=O)O.C(=N)N (formamidine acetate), C(C)(=O)O.C(=N)N (Formamidine acetate). The solvent is COCCO (2-methoxyethanol). Reaction conditions: temperature 115 celsius, time 30 minute. Yields the product COC=1C=C2C(NC=NC2=CC1OCC1CCN(CC1)C)=O (6-methoxy-7-(1-methylpiperidin-4-ylmethoxy)-3,4-dihydroquinazolin-4-one). The yield is 83.7%. As a reaction SMILES: [NH2:1][C:2]1[C:7]([C:8]([O:10]CC)=O)=[CH:6][C:5]([O:13][CH3:14])=[C:4]([O:15][CH2:16][CH:17]2[CH2:22][CH2:21][N:20]([CH3:23])[CH2:19][CH2:18]2)[CH:3]=1.C(O)(=O)C.[CH:28](N)=[NH:29]>COCCO>[CH3:14][O:13][C:5]1[CH:6]=[C:7]2[C:2](=[CH:3][C:4]=1[O:15][CH2:16][CH:17]1[CH2:18][CH2:19][N:20]([CH3:23])[CH2:21][CH2:22]1)[N:1]=[CH:28][NH:29][C:8]2=[O:10] |f:1.2|. Procedure: A solution of ethyl 6-amino-3-methoxy-4-(1-methylpiperidin-4-ylmethoxy)benzoate (16.1 g, 50 mmol) in 2-methoxyethanol (160 ml) containing formamidine acetate (5.2 g, 50 mmol) was heated at 115° C. for 2 hours. Formamidine acetate (10.4 g, 100 mmol) was added in portions every 30 minutes over 4 hours. Heating was prolonged for 30 minutes after the last addition. After cooling, the volatiles were removed under vacuum. The solid was dissolved in ethanol (100 ml) and methylene chloride (50 ml). The ... The reactants are O1CCOCC1.C1(=CC=CC=C1)C (dioxane toluene), BrC1COC2CC2C1 (4-bromo-2-oxa-bicyclo[4.1.0]heptane), CC=1SC2=C(N1)C=CC=C2OC2C1OC1CCC2 (2-methyl-7-(7-oxa-bicyclo[4.1.0]hept-2-yloxy)-benzothiazole), C1=CC=CC=2C(C3=C(CCC21)C=CC=C3)N3CCNCC3 (1-(10,11-dihydro-5H-dibenzo[a,d]-cyclohepten-5-yl)piperazine). Solvent: C1CCOC1 (THF). Product: C1=CC=CC=2C(C3=C(CCC21)C=CC=C3)N3CCN(CC3)C3C(C(CCC3)OC3=CC=CC=2N=C(SC23)C)O (2-[4-(10,11-Dihydro-5H-dibenzo[a,d]cyclohepten-5-yl)-piperazin-1-yl]-6-(2-methyl-benzothiazol-7-yloxy)-cyclohexanol), CC=1SC2=C(N1)C=CC=C2OC2C1OC1CCC2 (2-methyl-7-(7-oxa-bicyclo[4.1.0]hept-2-yloxy)-benzothiazole). RXN SMILES: [CH3:1][C:2]1[S:3][C:4]2[C:10]([O:11][CH:12]3[CH2:18][CH2:17][CH2:16][CH:15]4[CH:13]3[O:14]4)=[CH:9][CH:8]=[CH:7][C:5]=2[N:6]=1.[CH:19]1[C:29]2[CH2:28][CH2:27][C:26]3[CH:30]=[CH:31][CH:32]=[CH:33][C:25]=3[CH:24]([N:34]3[CH2:39][CH2:38][NH:37][CH2:36][CH2:35]3)[C:23]=2[CH:22]=[CH:21][CH:20]=1.O1CCOCC1.C1(C)C=CC=CC=1.BrC1CC2C(C2)OC1>C1COCC1>[CH:30]1[C:26]2[CH2:27][CH2:28][C:29]3[CH:19]=[CH:20][CH:21]=[CH:22][C:23]=3[CH:24]([N:34]3[CH2:35][CH2:36][N:37]([CH:15]4[CH2:16][CH2:17][CH2:18][CH:12]([O:11][C:10]5[C:4]6[S:3][C:2]([CH3:1])=[N:6][C:5]=6[CH:7]=[CH:8][CH:9]=5)[CH:13]4[OH:14])[CH2:38][CH2:39]3)[C:25]=2[CH:33]=[CH:32][CH:31]=1.[CH3:1][C:2]1[S:3][C:4]2[C:10]([O:11][CH:12]3[CH2:18][CH2:17][CH2:16][CH:15]4[CH:13]3[O:14]4)=[CH:9][CH:8]=[CH:7][C:5]=2[N:6]=1 |f:2.3|. Reported procedure: The title compound was prepared according to Method A from 2-methyl-7-(7-oxa-bicyclo[4.1.0]hept-2-yloxy)-benzothiazole and 1-(10,11-dihydro-5H-dibenzo[a,d]-cyclohepten-5-yl)piperazine with dioxane/toluene (2:1) as the solvent. mp 207° C. (decomposition); LSIMS m/z 540. The 2-methyl-7-(7-oxa-bicyclo[4.1.0]hept-2-yloxy)-benzothiazole was prepared according to Method IV using THF as the solvent and 4-bromo-2-oxa-bicyclo[4.1.0]heptane as the alkylating agent. Starting materials: N1=CC=C(C=C1)[C@@H](C)O ((+)-(R)-1-(4-pyridyl)ethanol), C(CCC)[Li] (butyllithium), C(C)(C)NC(C)C (diisopropylamine), C(CCC)[Li] (butyllithium), C1(=CC=C(C=C1)S(=O)(=O)Cl)C (p-toluenesulfonyl chloride), CC(=O)C12CC3CC(CC(C1)C3)C2 (1-adamantyl methyl ketone). Run in CCCCCC (hexane), CCCCCC (hexane), C1CCOC1 (THF), C1CCOC1 (THF). Yields the product C12(CC3CC(CC(C1)C3)C2)C(C[C@@H](C)C2=CC=NC=C2)=O ((-)-(R)-1-(1-Adamantyl)-3-(4-pyridyl)butan-1-one). Yield: 17.0%. Reaction SMILES: [N:1]1[CH:6]=[CH:5][C:4]([C@H:7](O)[CH3:8])=[CH:3][CH:2]=1.C([Li])CCC.C1(C)C=CC(S(Cl)(=O)=O)=CC=1.C(NC(C)C)(C)C.[CH3:33][C:34]([C:36]12[CH2:45][CH:40]3[CH2:41][CH:42]([CH2:44][CH:38]([CH2:39]3)[CH2:37]1)[CH2:43]2)=[O:35]>C1COCC1.CCCCCC>[C:36]12([C:34](=[O:35])[CH2:33][C@H:7]([C:4]3[CH:5]=[CH:6][N:1]=[CH:2][CH:3]=3)[CH3:8])[CH2:43][CH:42]3[CH2:41][CH:40]([CH2:39][CH:38]([CH2:44]3)[CH2:37]1)[CH2:45]2. Reported procedure: The method followed that described in Example 9 but using (+)-(R)-1-(4-pyridyl)ethanol (1.84 g, 15.0 mmol) in THF (80 ml), butyllithium (1.6M; 9.4 ml, 15.0 mmol) in hexane, p-toluenesulfonyl chloride (2.86 g, 15.0 mmol), diisopropylamine (6.31 ml, 45.0 mmol) in THF (120 ml), butyllithium (1.6M; 28.12 ml, 45.0 mmol) in hexane and 1-adamantyl methyl ketone (8.0 g, 45 mmol). Chromatography, on elution with petrol-ether-triethylamine 100:50:1 gave the title compound (722 mg, 17%), which crystallised... As a reaction SMILES: [CH2:1]([c:5]1[cH:6][cH:7][cH:9][cH:10][cH:11]1)[N:8]([C:2](=[O:3])[O-:4])[CH2:12][CH:13]1[CH2:14][N:15]([c:19]2[n:20][c:21](-[c:30]3[c:31]([OH:36])[cH:32][cH:33][cH:34][cH:35]3)[n:22][c:23]3[cH:24][c:25]([CH3:29])[cH:26][cH:27][c:28]23)[CH2:16][CH2:17][CH2:18]1.[CH3:39][CH2:40][OH:41].[CH3:42][CH2:43][O:44][C:45]([CH3:46])=[O:47].[N:37]#[N:38]>>[NH2:8][CH2:12][CH:13]1[CH2:14][N:15]([c:19]2[n:20][c:21](-[c:30]3[c:31]([OH:36])[cH:32][cH:33][cH:34][cH:35]3)[n:22][c:23]3[cH:24][c:25]([CH3:29])[cH:26][cH:27][c:28]23)[CH2:16][CH2:17][CH2:18]1. Product: Cc1ccc2c(N3CCCC(CN)C3)nc(-c3ccccc3O)nc2c1. The reactants are Cc1ccc2c(N3CCCC(CN(Cc4ccccc4)C(=O)[O-])C3)nc(-c3ccccc3O)nc2c1, CCO, CCOC(C)=O, N#N.